This data is from the Open Reaction Database (ORD), a public repository of structured organic reaction records. The task is: describe an organic reaction: reactants, conditions, products, and yield Starting materials: BrC1=CC(=C(C=C1)C(=O)N1CCN(CC1)C1=NC=C(C=C1C)C1CC1)C ((4-bromo-2-methylphenyl)[4-(5-cyclopropyl-3-methylpyridin-2-yl)piperazin-1-yl]methanone), O=C1OC[C@H](N1)COC(C1=CC=CC=C1)=O (benzoic acid (R)-2-oxooxazolidin-4-ylmethyl ester). Product: C1(CC1)C=1C=C(C(=NC1)N1CCN(CC1)C(=O)C1=C(C=C(C=C1)N1C(OC[C@H]1CO)=O)C)C ((R)-3-{4-[4-(5-cyclopropyl-3-methylpyridin-2-yl)piperazine-1-carbonyl]-3-methylphenyl}-4-hydroxymethyloxazolidin-2-one). Yield: 71.6%. Reaction SMILES: Br[C:2]1[CH:7]=[CH:6][C:5]([C:8]([N:10]2[CH2:15][CH2:14][N:13]([C:16]3[C:21]([CH3:22])=[CH:20][C:19]([CH:23]4[CH2:25][CH2:24]4)=[CH:18][N:17]=3)[CH2:12][CH2:11]2)=[O:9])=[C:4]([CH3:26])[CH:3]=1.[O:27]=[C:28]1[NH:32][C@H:31]([CH2:33][O:34]C(=O)C2C=CC=CC=2)[CH2:30][O:29]1>>[CH:23]1([C:19]2[CH:20]=[C:21]([CH3:22])[C:16]([N:13]3[CH2:14][CH2:15][N:10]([C:8]([C:5]4[CH:6]=[CH:7][C:2]([N:32]5[C@H:31]([CH2:33][OH:34])[CH2:30][O:29][C:28]5=[O:27])=[CH:3][C:4]=4[CH3:26])=[O:9])[CH2:11][CH2:12]3)=[N:17][CH:18]=2)[CH2:25][CH2:24]1. Procedure: By reaction and treatment in the same manner as in Example 19 and using (4-bromo-2-methylphenyl)[4-(5-cyclopropyl-3-methylpyridin-2-yl)piperazin-1-yl]methanone (347 mg) described in Preparation Example 130 and benzoic acid (R)-2-oxooxazolidin-4-ylmethyl ester (278 mg), the title compound (270 mg) was obtained. Reactants: COC=1C=CC2=C(CCN(C(N2)=O)C2CCNCC2)C1 (7-methoxy-3-piperidin-4-yl-1,3,4,5-tetrahydro-1,3-benzodiazepin-2-one), CN1C(OC2=C1C(=CC(=C2)C(=O)C2=CC(=C(C#N)C=C2)F)C)=O (4-(3,4-dimethyl-2-oxo-2,3-dihydro-benzoxazole-6-carbonyl)-2-fluoro-benzonitrile). Run in CN(C)C=O (DMF). Run at temperature 300 celsius. Product: CN1C(OC2=C1C(=CC(=C2)C(=O)C2=CC(=C(C#N)C=C2)N2CCC(CC2)N2C(NC1=C(CC2)C=C(C=C1)OC)=O)C)=O (4-(3,4-dimethyl-2-oxo-2,3-dihydro-benzoxazole-6-carbonyl)-2-[4-(7-methoxy-2-oxo-1,2,4,5-tetrahydro-benzo[d][1,3]diazepin-3-yl)-piperidin-1-yl]-benzonitrile). Reaction SMILES: [CH3:1][O:2][C:3]1[CH:4]=[CH:5][C:6]2[NH:12][C:11](=[O:13])[N:10]([CH:14]3[CH2:19][CH2:18][NH:17][CH2:16][CH2:15]3)[CH2:9][CH2:8][C:7]=2[CH:20]=1.[CH3:21][N:22]1[C:26]2[C:27]([CH3:42])=[CH:28][C:29]([C:31]([C:33]3[CH:40]=[CH:39][C:36]([C:37]#[N:38])=[C:35](F)[CH:34]=3)=[O:32])=[CH:30][C:25]=2[O:24][C:23]1=[O:43]>CN(C=O)C>[CH3:21][N:22]1[C:26]2[C:27]([CH3:42])=[CH:28][C:29]([C:31]([C:33]3[CH:40]=[CH:39][C:36]([C:37]#[N:38])=[C:35]([N:17]4[CH2:18][CH2:19][CH:14]([N:10]5[CH2:9][CH2:8][C:7]6[CH:20]=[C:3]([O:2][CH3:1])[CH:4]=[CH:5][C:6]=6[NH:12][C:11]5=[O:13])[CH2:15][CH2:16]4)[CH:34]=3)=[O:32])=[CH:30][C:25]=2[O:24][C:23]1=[O:43]. Procedure details: 440 mg (1.60 mmol) 7-methoxy-3-piperidin-4-yl-1,3,4,5-tetrahydro-1,3-benzodiazepin-2-one and 124 mg (0.400 mmol) 4-(3,4-dimethyl-2-oxo-2,3-dihydro-benzoxazole-6-carbonyl)-2-fluoro-benzonitrile were combined and heated to 300° C. for approx. 10 min. Then the mixture was dissolved in DMF and purified by preparative HPLC-MS. The fractions containing the product were combined and the organic solvent was evaporated down. The residue was neutralised with 1N aqueous sodium hydroxide solution, the preci... Starting materials: C(CC(O)(C(=O)O)CC(=O)O)(=O)O (citric acid), [Li+].[Cl-] (LiCl), [BH4-].[Na+] (sodium borohydride), C(C)(C)(C)OC(=O)N[C@@H]1C[C@@H](CN(C1)C(=O)OCC1=CC=CC=C1)C(=O)OC (cis (+/−)-1-benzyl 3-methyl 5-(tert-butoxycarbonylamino)piperidine-1,3-dicarboxylate). Run in C1CCOC1 (THF). Run at time 20 hour. Yields the product C(C)(C)(C)OC(=O)N[C@@H]1CN(C[C@@H](C1)CO)C(=O)OCC1=CC=CC=C1 (cis (+/−)-benzyl 3-(tert-butoxy-carbonylamino)-5-(hydroxymethyl)piperidine-1-carboxylate). Reaction SMILES: [C:1]([O:5][C:6]([NH:8][C@H:9]1[CH2:14][N:13]([C:15]([O:17][CH2:18][C:19]2[CH:24]=[CH:23][CH:22]=[CH:21][CH:20]=2)=[O:16])[CH2:12][C@@H:11]([C:25](OC)=[O:26])[CH2:10]1)=[O:7])([CH3:4])([CH3:3])[CH3:2].[Li+].[Cl-].[BH4-].[Na+].C(O)(=O)CC(CC(O)=O)(C(O)=O)O>C1COCC1>[C:1]([O:5][C:6]([NH:8][C@H:9]1[CH2:10][C@@H:11]([CH2:25][OH:26])[CH2:12][N:13]([C:15]([O:17][CH2:18][C:19]2[CH:20]=[CH:21][CH:22]=[CH:23][CH:24]=2)=[O:16])[CH2:14]1)=[O:7])([CH3:4])([CH3:2])[CH3:3] |f:1.2,3.4|. Procedure details: A solution of cis (+/−)-1-benzyl 3-methyl 5-(tert-butoxycarbonylamino)piperidine-1,3-dicarboxylate (1.0 eq.) in THF at a concentration of 0.08 M was cooled at 0*C and then LiCl (2.3 eq.) and sodium borohydride (2.3 eq.) were added. After stirring for 20 hours as the reaction warmed to rt, the pH was adjusted with 1M citric acid to pH 4-5. After removal of the volatiles in vacuo, the product was extracted in dichloromethane, washed with H2O and brine, dried over MgSO4. Upon filtering and removal ... Starting materials: COC(=O)CBr, O=C([O-])[O-], CN(C)C=O, [K+], [K+], O=C1CCC2=C(CCCC2=O)N1. Yields the product COC(=O)CN1C(=O)CCC2=C1CCCC2=O. RXN SMILES: [Br:19][CH2:20][C:21](=[O:22])[O:23][CH3:24].[C:13](=[O:14])([O-:15])[O-:16].[CH3:25][N:26]([CH3:27])[CH:28]=[O:29].[K+:17].[K+:18].[NH:1]1[C:2](=[O:12])[CH2:3][CH2:4][C:5]2=[C:10]1[CH2:9][CH2:8][CH2:7][C:6]2=[O:11]>>[N:1]1([CH2:20][C:21](=[O:22])[O:23][CH3:24])[C:2](=[O:12])[CH2:3][CH2:4][C:5]2=[C:10]1[CH2:9][CH2:8][CH2:7][C:6]2=[O:11]. Starting materials: CC(C)O, ClCCl, ClCCl, COC(=O)C1CN1C(=O)OCc1ccccc1. Product: COC(=O)C(COC(C)C)NC(=O)OCc1ccccc1. As a reaction SMILES: [CH:21]([CH3:22])([CH3:23])[OH:24].[Cl:18][CH2:19][Cl:20].[Cl:25][CH2:26][Cl:27].[N:1]1([C:8](=[O:9])[O:10][CH2:11][c:12]2[cH:13][cH:14][cH:15][cH:16][cH:17]2)[CH:2]([C:4](=[O:5])[O:6][CH3:7])[CH2:3]1>>[NH:1]([CH:2]([CH2:3][O:24][CH:21]([CH3:22])[CH3:23])[C:4](=[O:5])[O:6][CH3:7])[C:8](=[O:9])[O:10][CH2:11][c:12]1[cH:13][cH:14][cH:15][cH:16][cH:17]1.